Dataset: the Open Reaction Database (ORD), a public repository of structured organic reaction records. Task: describe an organic reaction: reactants, conditions, products, and yield The reactants are ice NaHCO3, C(C#C)OC1OCCCC1 (Tetrahydro-2-(2-propynyloxy)2H-pyran), C[Si](C\C=C/C[C@H]1OC1)(C)C ((Z)-(R)-trimethyl-(4-oxiranyl-but-2-enyl)-silane), [Li]CCCC (nBuLi), B(F)(F)F (BF3). The solvent is C1CCOC1 (THF), C1CCOC1 (THF). Conditions: time 50 minute. The product is O1C(CCCC1)OCC#CC[C@@H](C\C=C/C[Si](C)(C)C)O ((Z)-(5R)-9-(tetrahydro-pyran-2-yloxy)-1-trimethylsilanyl-non-2-en-7-yn-5-ol). Yield: 93.1%. RXN SMILES: [CH2:1]([O:4][CH:5]1[CH2:10][CH2:9][CH2:8][CH2:7][O:6]1)[C:2]#[CH:3].[Li]CCCC.B(F)(F)F.[CH3:20][Si:21]([CH3:30])([CH3:29])[CH2:22]/[CH:23]=[CH:24]\[CH2:25][C@@H:26]1[CH2:28][O:27]1>C1COCC1>[O:6]1[CH2:7][CH2:8][CH2:9][CH2:10][CH:5]1[O:4][CH2:1][C:2]#[C:3][CH2:28][C@H:26]([OH:27])[CH2:25]/[CH:24]=[CH:23]\[CH2:22][Si:21]([CH3:30])([CH3:20])[CH3:29]. Procedure details: 24.5 ml (174 mmol) of Tetrahydro-2-(2-propynyloxy)2H-pyran was dissolved in 285 ml of abs. THF and deprotonated at -13°--6° by adding slowly 112 ml of nBuLi (1.55 M, hexane). 20 Minutes later, the solution was cooled to -75° and 21.85 ml of BF3 oEtOEt was added. Afterwards, 10.51 g of (Z)-(R)-trimethyl-(4-oxiranyl-but-2-enyl)-silane, dissolved in 96 ml of abs. THF, was added within 75 minutes while maintaining the temperature below -70°. The reaction mixture was kept for another 50 minutes at th... Reactants: O=Cc1cc(O)ccc1Br, COCCN(C)c1nc(Cl)ccc1C#N, [K+], [K+], O=C([O-])[O-], CN(C)C=O. Product: COCCN(C)c1nc(Oc2ccc(Br)c(C=O)c2)ccc1C#N. RXN SMILES: [Br:16][c:17]1[c:18]([CH:19]=[O:20])[cH:21][c:22]([OH:25])[cH:23][cH:24]1.[Cl:1][c:2]1[n:3][c:4]([N:10]([CH3:11])[CH2:12][CH2:13][O:14][CH3:15])[c:5]([C:6]#[N:7])[cH:8][cH:9]1.[K+:26].[K+:27].[O-:28][C:29]([O-:30])=[O:31].[O:32]=[CH:33][N:34]([CH3:35])[CH3:36]>>[c:2]1([O:25][c:22]2[cH:21][c:18]([CH:19]=[O:20])[c:17]([Br:16])[cH:24][cH:23]2)[n:3][c:4]([N:10]([CH3:11])[CH2:12][CH2:13][O:14][CH3:15])[c:5]([C:6]#[N:7])[cH:8][cH:9]1.